This data is from the Open Reaction Database (ORD), a public repository of structured organic reaction records. The task is: describe an organic reaction: reactants, conditions, products, and yield Reactants: CN(C(OC(C)(C)C)=O)CCCC1=NC=C(C=C1)C(C1=CC=C(C=C1)OC1OCCCC1)=O (tert-butyl methyl(3-(5-(4-(tetrahydro-2H-pyran-2-yloxy)benzoyl)pyridin-2-yl)propyl)carbamate), C(CC)(=O)C1=CC=CC=C1 (propiophenone). Product: CNCCCC1=CC=C(C=N1)C(=C(CC)C1=CC=CC=C1)C1=CC=C(C=C1)O (4-(1-(6-(3-(methylamino)propyl)pyridin-3-yl)-2-phenylbut-1-enyl)phenol). Yield: 19.5%. As a reaction SMILES: C[N:2]([CH2:10][CH2:11][CH2:12][C:13]1[CH:18]=[CH:17][C:16]([C:19](=O)[C:20]2[CH:25]=[CH:24][C:23]([O:26]C3CCCCO3)=[CH:22][CH:21]=2)=[CH:15][N:14]=1)[C:3](=O)OC(C)(C)C.[C:34]([C:38]1[CH:43]=[CH:42][CH:41]=[CH:40][CH:39]=1)(=O)[CH2:35][CH3:36]>>[CH3:3][NH:2][CH2:10][CH2:11][CH2:12][C:13]1[N:14]=[CH:15][C:16]([C:19]([C:20]2[CH:21]=[CH:22][C:23]([OH:26])=[CH:24][CH:25]=2)=[C:34]([C:38]2[CH:43]=[CH:42][CH:41]=[CH:40][CH:39]=2)[CH2:35][CH3:36])=[CH:17][CH:18]=1. Procedure: Following general procedure of McMurry reaction as described in example 1, step B, tert-butyl methyl(3-(5-(4-(tetrahydro-2H-pyran-2-yloxy)benzoyl)pyridin-2-yl)propyl)carbamate (100 mg, 0.22 mmol) was reacted with propiophenone (88 mg, 0.66 mmol) to give 16 mg desired product (20% yield, Z/E=1/1). m/z=373[M+1]+. The reactants are CC(C)(C)C1=CC=C(C(=O)NC2=CC=C(C=C2)OCC(=O)OCC)C=C1 (4-(1,1-Dimethylethyl)-N-[4-(ethoxycarbonylmethoxy)-phenyl]-benzamide), C(C)OCC (diethyl ether), [H-].[Al+3].[Li+].[H-].[H-].[H-] (lithium aluminium hydride). The solvent is O (water). Product: CC(C)(C)C1=CC=C(C(=O)NC2=CC=C(C=C2)OCCO)C=C1 (4-(1,1-Dimethylethyl)-N-[4-(2-hydroxyethoxy)-phenyl]-benzamide). Yield: 25.0%. Reaction SMILES: [CH3:1][C:2]([C:5]1[CH:26]=[CH:25][C:8]([C:9]([NH:11][C:12]2[CH:17]=[CH:16][C:15]([O:18][CH2:19][C:20](OCC)=[O:21])=[CH:14][CH:13]=2)=[O:10])=[CH:7][CH:6]=1)([CH3:4])[CH3:3].C(OCC)C.[H-].[Al+3].[Li+].[H-].[H-].[H-]>O>[CH3:4][C:2]([C:5]1[CH:26]=[CH:25][C:8]([C:9]([NH:11][C:12]2[CH:17]=[CH:16][C:15]([O:18][CH2:19][CH2:20][OH:21])=[CH:14][CH:13]=2)=[O:10])=[CH:7][CH:6]=1)([CH3:1])[CH3:3] |f:2.3.4.5.6.7|. Procedure: 2.2 g. (6.2 mMol) of the compound prepared in Example 31 in 50 ml. dry diethyl ether are heated with 1 g. lithium aluminium hydride, subsequently poured into water and a little 10% sulphuric acid, extracted with diethyl ether, dried over anhydrous sodium sulphate, filtered and the solvent removed in a vacuum. The residue is then recrystallised from toluene to give the title compound in a yield of 25% of theory; m.p. 136°-142° C. Starting materials: CC(C)(C)C(=O)Cl, O=C1CCc2ccc(OCCCCN3CCN(c4cccc(Cl)c4Cl)CC3)cc2N1, c1ccncc1. The product is CC(C)(C)C(=O)OC1=Nc2cc(OCCCCN3CCN(c4cccc(Cl)c4Cl)CC3)ccc2CC1. As a reaction SMILES: [C:31]([C:32]([CH3:33])([CH3:34])[CH3:35])(=[O:36])[Cl:37].[Cl:1][c:2]1[cH:3][cH:4][cH:5][c:6]([N:7]2[CH2:8][CH2:9][N:10]([CH2:11][CH2:12][CH2:13][CH2:14][O:15][c:16]3[cH:17][cH:18][c:19]4[c:25]([cH:26]3)[NH:24][C:22](=[O:23])[CH2:21][CH2:20]4)[CH2:27][CH2:28]2)[c:29]1[Cl:30].[cH:38]1[cH:39][cH:40][n:41][cH:42][cH:43]1>>[Cl:1][c:2]1[cH:3][cH:4][cH:5][c:6]([N:7]2[CH2:8][CH2:9][N:10]([CH2:11][CH2:12][CH2:13][CH2:14][O:15][c:16]3[cH:17][cH:18][c:19]4[c:25]([cH:26]3)[N:24]=[C:22]([O:23][C:31]([C:32]([CH3:33])([CH3:34])[CH3:35])=[O:36])[CH2:21][CH2:20]4)[CH2:27][CH2:28]2)[c:29]1[Cl:30]. Starting materials: C(C)OC(C(CC1=CC=C(C=C1)O)(OC1=CC=C(C=C1)OC(F)(F)F)C)=O (3-(4-hydroxyphenyl)-2-methyl-2-(4-trifluoromethoxy-phenoxy)-propionic acid ethyl ester), C1(CCCCC1)C=1OC(=C(N1)CCOS(=O)(=O)C1=CC=C(C=C1)C)C (toluene-4-sulfonic acid 2-(2-cyclohexyl-5-methyl-oxazol-4-yl)-ethyl ester), [K+].[Br-] (KBr). Product: C1(CCCCC1)C=1OC(=C(N1)CCOC1=CC=C(C=C1)CC(C(=O)O)(OC1=CC=C(C=C1)OC(F)(F)F)C)C (3-{4-[2-(2-Cyclohexyl-5-methyl-oxazol-4-yl)-ethoxy]-phenyl}-2-methyl-2-(4-trifluoromethoxy-phenoxy)-propionic acid). Reaction SMILES: C([O:3][C:4](=[O:27])[C:5]([CH3:26])([O:14][C:15]1[CH:20]=[CH:19][C:18]([O:21][C:22]([F:25])([F:24])[F:23])=[CH:17][CH:16]=1)[CH2:6][C:7]1[CH:12]=[CH:11][C:10]([OH:13])=[CH:9][CH:8]=1)C.[CH:28]1([C:34]2[O:35][C:36]([CH3:52])=[C:37]([CH2:39][CH2:40]OS(C3C=CC(C)=CC=3)(=O)=O)[N:38]=2)[CH2:33][CH2:32][CH2:31][CH2:30][CH2:29]1.[K+].[Br-]>>[CH:28]1([C:34]2[O:35][C:36]([CH3:52])=[C:37]([CH2:39][CH2:40][O:13][C:10]3[CH:11]=[CH:12][C:7]([CH2:6][C:5]([CH3:26])([O:14][C:15]4[CH:16]=[CH:17][C:18]([O:21][C:22]([F:24])([F:23])[F:25])=[CH:19][CH:20]=4)[C:4]([OH:3])=[O:27])=[CH:8][CH:9]=3)[N:38]=2)[CH2:29][CH2:30][CH2:31][CH2:32][CH2:33]1 |f:2.3|. Reported procedure: The title compound was prepared from 3-(4-hydroxyphenyl)-2-methyl-2-(4-trifluoromethoxy-phenoxy)-propionic acid ethyl ester and toluene-4-sulfonic acid 2-(2-cyclohexyl-5-methyl-oxazol-4-yl)-ethyl ester using the procedure of Example 42. 1H NMR (400 MHz, CDCl3) δ 7.17 (d, 2H, J=8.4 Hz), 7.13 (d, 2H, J=8.4 Hz), 6.90 (d, 2H, J=8.4 Hz), 6.79 (d, 2H, J=8.4 Hz), 4.43 (bs, 1H), 4.16 (t, 2H, J=6.0 Hz), 3.25 and 3.13 (d of Abq, 2H, J=14.0 Hz), 3.02 (t, 2H, J=6.0 Hz), 3.02-2.98 (m, 1H), 2.36 (s, 3H), 2.09... Reactants: CC1(OC[C@@](N1C(=O)OC(C)(C)C)(C(NCC(C1=CC(=C(C=C1)OCCCCCCC1=CC=CC=C1)C(F)(F)F)=O)=O)C)C ((R)-tert-butyl 2,2,4-trimethyl-4-(2-oxo-2-(4-(6-phenylhexyloxy)-3-(trifluoromethyl)phenyl)ethylcarbamoyl)oxazolidine-3-carboxylate), COC=1C=CC(=CC1)P2(=S)SP(=S)(S2)C=3C=CC(=CC3)OC (Lawesson's reagent). The solvent is C1(=CC=CC=C1)C (toluene). Reaction conditions: temperature 80 celsius. Product: CC1(OC[C@@](N1C(=O)OC(C)(C)C)(C=1SC(=CN1)C1=CC(=C(C=C1)OCCCCCCC1=CC=CC=C1)C(F)(F)F)C)C ((R)-tert-butyl 2,2,4-trimethyl-4-(5-(4-(6-phenylhexyloxy)-3-(trifluoromethyl)phenyl)thiazol-2-yl)oxazolidine-3-carboxylate). RXN SMILES: [CH3:1][C:2]1([CH3:44])[N:6]([C:7]([O:9][C:10]([CH3:13])([CH3:12])[CH3:11])=[O:8])[C@@:5]([CH3:43])([C:14](=O)[NH:15][CH2:16][C:17](=O)[C:18]2[CH:23]=[CH:22][C:21]([O:24][CH2:25][CH2:26][CH2:27][CH2:28][CH2:29][CH2:30][C:31]3[CH:36]=[CH:35][CH:34]=[CH:33][CH:32]=3)=[C:20]([C:37]([F:40])([F:39])[F:38])[CH:19]=2)[CH2:4][O:3]1.COC1C=CC(P2(SP(C3C=CC(OC)=CC=3)(=S)S2)=[S:54])=CC=1>C1(C)C=CC=CC=1>[CH3:1][C:2]1([CH3:44])[N:6]([C:7]([O:9][C:10]([CH3:13])([CH3:12])[CH3:11])=[O:8])[C@@:5]([CH3:43])([C:14]2[S:54][C:17]([C:18]3[CH:23]=[CH:22][C:21]([O:24][CH2:25][CH2:26][CH2:27][CH2:28][CH2:29][CH2:30][C:31]4[CH:36]=[CH:35][CH:34]=[CH:33][CH:32]=4)=[C:20]([C:37]([F:40])([F:39])[F:38])[CH:19]=3)=[CH:16][N:15]=2)[CH2:4][O:3]1. Procedure: To a solution of (R)-tert-butyl 2,2,4-trimethyl-4-(2-oxo-2-(4-(6-phenylhexyloxy)-3-(trifluoromethyl)phenyl)ethylcarbamoyl)oxazolidine-3-carboxylate (49 mg, 0.079 mmol, 1.0 equiv) in toluene (1 mL) was added Lawesson's reagent (32 mg, 0.087 mmol, 1.1 equiv). The reaction mixture was heated at 80° C. for 3 h. The crude product was purified directly by SiO2 column chromatograph (EtOAc/hexanes, 3:7) to give (R)-tert-butyl 2,2,4-trimethyl-4-(5-(4-(6-phenylhexyloxy)-3-(trifluoromethyl)phenyl)thiazol-2... The reactants are [Al+3], CCOCC, [H-], [H-], [H-], [H-], [Li+], CC(C)CC(O)CN, [Na+], [OH-], O, N#CC(O)CCc1ccccc1. Product: NCC(O)CCc1ccccc1. Reaction SMILES: [Al+3:22].[CH3:30][CH2:31][O:32][CH2:33][CH3:34].[H-:21].[H-:24].[H-:25].[H-:26].[Li+:23].[NH2:13][CH2:14][CH:15]([OH:16])[CH2:17][CH:18]([CH3:19])[CH3:20].[Na+:28].[OH-:27].[OH2:29].[OH:1][CH:2]([C:3]#[N:4])[CH2:5][CH2:6][c:7]1[cH:8][cH:9][cH:10][cH:11][cH:12]1>>[OH:1][CH:2]([CH2:3][NH2:4])[CH2:5][CH2:6][c:7]1[cH:8][cH:9][cH:10][cH:11][cH:12]1.